The task is: describe an organic reaction: reactants, conditions, products, and yield. This data is from the Open Reaction Database (ORD), a public repository of structured organic reaction records. Reactants: C28H31N5O5S, C(C)OC(=O)CCCN(S(=O)(=O)C1=CC2=C(N(C(=N2)COC2=CC=C(C=C2)C#N)C)C=C1)C1=CC=CC=C1 (1-methyl-2-[(4-cyanophenyl)oxymethyl]benzimidazol-5-yl-sulfonic acid-N-(3-ethoxycarbonyl-n-propyl)-N-phenylamide), Cl (hydrochloric acid), C([O-])([O-])=O.[NH4+].[NH4+] (ammonium carbonate). Solvent: C(C)O (ethanol). Yields the product Cl.C(C)OC(=O)CCCN(S(=O)(=O)C1=CC2=C(N(C(=N2)COC2=CC=C(C=C2)C(N)=N)C)C=C1)C1=CC=CC=C1 (1-Methyl-2-[(4-amidinophenyl)oxymethyl]benzimidazol-5-yl-sulfonic acid-N-(3-ethoxycarbonyl-n-propyl)-N-phenylamide hydrochloride). The yield is 57.0%. As a reaction SMILES: [CH2:1]([O:3][C:4]([CH2:6][CH2:7][CH2:8][N:9]([C:33]1[CH:38]=[CH:37][CH:36]=[CH:35][CH:34]=1)[S:10]([C:13]1[CH:32]=[CH:31][C:16]2[N:17]([CH3:30])[C:18]([CH2:20][O:21][C:22]3[CH:27]=[CH:26][C:25]([C:28]#[N:29])=[CH:24][CH:23]=3)=[N:19][C:15]=2[CH:14]=1)(=[O:12])=[O:11])=[O:5])[CH3:2].[ClH:39].C(=O)([O-])[O-].[NH4+:44].[NH4+]>C(O)C>[ClH:39].[CH2:1]([O:3][C:4]([CH2:6][CH2:7][CH2:8][N:9]([C:33]1[CH:38]=[CH:37][CH:36]=[CH:35][CH:34]=1)[S:10]([C:13]1[CH:32]=[CH:31][C:16]2[N:17]([CH3:30])[C:18]([CH2:20][O:21][C:22]3[CH:27]=[CH:26][C:25]([C:28](=[NH:44])[NH2:29])=[CH:24][CH:23]=3)=[N:19][C:15]=2[CH:14]=1)(=[O:12])=[O:11])=[O:5])[CH3:2] |f:2.3.4,6.7|. Procedure: Prepared analogously to Example 32 from 1-methyl-2-[(4-cyanophenyl)oxymethyl]benzimidazol-5-yl-sulfonic acid-N-(3-ethoxycarbonyl-n-propyl)-N-phenylamide, ethanolic hydrochloric acid, ethanol, and ammonium carbonate. Yield: 57% of theory, C28H31N5O5S (549.7); EKA mass spectrum: (M+H)+=550. The reactants are C(C)N=C=NCCCN(C)C (1-ethyl-3-(3-dimethylaminopropyl)carbodiimide), N1(CCOCC1)C(=O)NC1(CCCCC1)C(=O)O (1-[N-(morpholine-4-carbonyl)amino]cyclohexanecarboxylic acid), CC(C)(C)NC(C([C@H](CCCC)N)O)=O ((2RS,3S)-N-(2-methyl-2-propyl)-3-amino-2-hydroxyheptanamide), ON1N=NC2=C1C=CC=C2 (1-hydroxybenzotriazole). Run in C(Cl)Cl (methylen chloride), C(C)(=O)OCC (ethyl acetate). Reaction conditions: time 8 hour. Product: OC(C(=O)NC(C)(C)C)[C@H](CCCC)NC(=O)C1(CCCCC1)NC(=O)N1CCOCC1 (N-[(2RS,3S)-2-hydroxy-1-[N-(2-methyl-2-propyl)amino]-1-oxo-3-heptyl]-1-[N-(morpholine-4-carbonyl)amino]cyclohexanecarboxamide). Isolated yield 61.1%. Reaction SMILES: [N:1]1([C:7]([NH:9][C:10]2([C:16]([OH:18])=O)[CH2:15][CH2:14][CH2:13][CH2:12][CH2:11]2)=[O:8])[CH2:6][CH2:5][O:4][CH2:3][CH2:2]1.[CH3:19][C:20]([NH:23][C:24](=[O:33])[CH:25]([OH:32])[C@@H:26]([NH2:31])[CH2:27][CH2:28][CH2:29][CH3:30])([CH3:22])[CH3:21].ON1C2C=CC=CC=2N=N1.C(N=C=NCCCN(C)C)C>C(Cl)Cl.C(OCC)(=O)C>[OH:32][CH:25]([C@@H:26]([NH:31][C:16]([C:10]1([NH:9][C:7]([N:1]2[CH2:2][CH2:3][O:4][CH2:5][CH2:6]2)=[O:8])[CH2:11][CH2:12][CH2:13][CH2:14][CH2:15]1)=[O:18])[CH2:27][CH2:28][CH2:29][CH3:30])[C:24]([NH:23][C:20]([CH3:19])([CH3:21])[CH3:22])=[O:33]. Procedure: 0.26 g (1.26 mmol) of 1-[N-(morpholine-4-carbonyl)amino]cyclohexanecarboxylic acid (1.26 mmol), 0.27 g (1.26 mmol) of (2RS,3S)-N-(2-methyl-2-propyl)-3-amino-2-hydroxyheptanamide and 0.24 g (1.5 mmol) of 1-hydroxybenzotriazole were dissolved in 15 ml of anhydrous methylen chloride and then, under air current of nitrogen, 0.29 g (1.5 mmol) of 1-ethyl-3-(3-dimethylaminopropyl)carbodiimide was added thereto at 0° C. Thereafter, the reaction solution was warmed to the room temperature and stirred ove... Reactants: CCc1cccc(C)c1CNc1cc(C(=O)NCCO)cn2c(C)c(C)nc12, CC(C)=O, O=C1CCC(=O)O1. Yields the product CCc1cccc(C)c1CNc1cc(C(=O)NCCOC(=O)CCC(=O)O)cn2c(C)c(C)nc12. Reaction SMILES: [CH3:1][c:2]1[n:3][c:4]2[n:5]([cH:6][c:7]([C:21](=[O:22])[NH:23][CH2:24][CH2:25][OH:26])[cH:8][c:9]2[NH:10][CH2:11][c:12]2[c:13]([CH2:19][CH3:20])[cH:14][cH:15][cH:16][c:17]2[CH3:18])[c:27]1[CH3:28].[CH3:36][C:37](=[O:38])[CH3:39].[O:29]=[C:30]1[CH2:31][CH2:32][C:33](=[O:34])[O:35]1>>[CH3:1][c:2]1[n:3][c:4]2[n:5]([cH:6][c:7]([C:21](=[O:22])[NH:23][CH2:24][CH2:25][O:26][C:33]([CH2:32][CH2:31][C:30](=[O:29])[OH:35])=[O:34])[cH:8][c:9]2[NH:10][CH2:11][c:12]2[c:13]([CH2:19][CH3:20])[cH:14][cH:15][cH:16][c:17]2[CH3:18])[c:27]1[CH3:28]. Starting materials: N1=C(C=CC=C1)NC1=C(C(=O)NC2=CC=C(C=C2)Br)C=CC=C1 (2-(2-pyridylamino)-4′-bromobenzanilide), C=1(C(=CC=CC1)C)C (xylene), [N+](=O)([O-])C1=C(NC2=NC=CC=C2)C=CC=C1 (2-nitro-N-pyridyl aniline), resultant solution. Yields the product N1=C(C=CC=C1)N1C(=NC2=C1C=CC=C2)C2=CC=C(C=C2)Br (1-(2-pyridyl)-2-(4-bromophenyl)-1H-benzimidazole). Isolated yield 67.0%. As a reaction SMILES: N1C=CC=CC=1NC1C=CC=CC=1C(N[C:13]1[CH:18]=[CH:17][C:16]([Br:19])=[CH:15][CH:14]=1)=O.[N+:24]([C:27]1[CH:39]=[CH:38][CH:37]=[CH:36][C:28]=1[NH:29][C:30]1[CH:35]=[CH:34][CH:33]=[CH:32][N:31]=1)([O-])=O.[C:40]1(C)C(C)=CC=CC=1>>[N:31]1[CH:32]=[CH:33][CH:34]=[CH:35][C:30]=1[N:29]1[C:28]2[CH:36]=[CH:37][CH:38]=[CH:39][C:27]=2[N:24]=[C:40]1[C:13]1[CH:14]=[CH:15][C:16]([Br:19])=[CH:17][CH:18]=1. Procedure: Suspending 5.5 g (15.0 mmol) of 2-(2-pyridylamino)-4′-bromobenzanilide obtained in the above step (2) into 60 milliliter of xylene, and adding 0.86 g (4.5 mmol) of p-toluenesulfonic acid 1 hydrate, the resultant solution was azeotropically dehydrated while refluxing with heating for 8 hours. The reacted solution was cooled down to room temperature, and the solvent was removed by distillation. Dissolving the resultant solid into ethyl acetate, and after sequentially washing with water, with 10% p... Reactants: ClC1=C(C=CC=C1)C1=C(C=C(C(N1)=O)C#N)C1=CC=C(C=C1)Cl (6-(2-Chlorophenyl)-5-(4-chlorophenyl)-2-oxo-1,2-dihydropyridine-3-carbonitrile), BrCCN1C(C=2C(C1=O)=CC=CC2)=O (N-(2-bromoethyl)phthalimide). Product: ClC1=C(C=CC=C1)C1=NC(=C(C#N)C=C1C1=CC=C(C=C1)Cl)OCCN1C(C2=CC=CC=C2C1=O)=O (6-(2-Chlorophenyl)-5-(4-chlorophenyl)-2-[2-(1,3-dioxo-1,3-dihydro-2H-isoindol-2-yl)ethoxy]nicotinonitrile). RXN SMILES: [Cl:1][C:2]1[CH:7]=[CH:6][CH:5]=[CH:4][C:3]=1[C:8]1[NH:13][C:12](=[O:14])[C:11]([C:15]#[N:16])=[CH:10][C:9]=1[C:17]1[CH:22]=[CH:21][C:20]([Cl:23])=[CH:19][CH:18]=1.Br[CH2:25][CH2:26][N:27]1[C:31](=[O:32])[C:30]2=[CH:33][CH:34]=[CH:35][CH:36]=[C:29]2[C:28]1=[O:37]>>[Cl:1][C:2]1[CH:7]=[CH:6][CH:5]=[CH:4][C:3]=1[C:8]1[C:9]([C:17]2[CH:18]=[CH:19][C:20]([Cl:23])=[CH:21][CH:22]=2)=[CH:10][C:11]([C:15]#[N:16])=[C:12]([O:14][CH2:25][CH2:26][N:27]2[C:28](=[O:37])[C:29]3[C:30](=[CH:33][CH:34]=[CH:35][CH:36]=3)[C:31]2=[O:32])[N:13]=1. Reported procedure: Using the procedure described in Example 25, 6-(2-chlorophenyl)-5-(4-chlorophenyl)-2-oxo-1,2-dihydropyridine-3-carbonitrile from Step C of Example 129 was reacted with N-(2-bromoethyl)phthalimide to afford the title compound. MS (electrospray) m/e 513.9 MH+ (Rt=4.2 min LC/MS).